This data is from the Open Reaction Database (ORD), a public repository of structured organic reaction records. The task is: describe an organic reaction: reactants, conditions, products, and yield The yield is 85.0%. Procedure details: The procedure of Example 1 was followed using 2,2-bis(trifluoromethyl)decanoyl fluoride (6.11 g, 19.7 mmol), sodium trimethylsilanolate (2.21 g, 19.7 mmol) and dry ether (20 mL). The product, sodium 2,2-bis(trifluoromethyl)decanoate, was isolated as a waxy solid (5.5 g, 85% yield) by concentrating the filtrate under vacuum: 1H NMR (CDCl3) δ 0.88 (m, CH3, 3H), 1.30 (m, CH2, 12H), 2.10 ppm (m, CH2, 2H); 19F NMR (D2O/acetone) δ -62.0 ppm (brs, CF3,6F). Anal. Calcd. for C12H17F6NaO2 : C, 43.64; H, 5... As a reaction SMILES: [F:1][C:2]([F:20])([F:19])[C:3]([C:15]([F:18])([F:17])[F:16])([CH2:7][CH2:8][CH2:9][CH2:10][CH2:11][CH2:12][CH2:13][CH3:14])[C:4](F)=[O:5].C[Si](C)(C)[O-:23].[Na+:26]>CCOCC>[F:1][C:2]([F:20])([F:19])[C:3]([C:15]([F:18])([F:17])[F:16])([CH2:7][CH2:8][CH2:9][CH2:10][CH2:11][CH2:12][CH2:13][CH3:14])[C:4]([O-:23])=[O:5].[Na+:26] |f:1.2,4.5|. The solvent is CCOCC (ether). The product is FC(C(C(=O)[O-])(CCCCCCCC)C(F)(F)F)(F)F.[Na+] (sodium 2,2-bis(trifluoromethyl)decanoate), solid. Starting materials: FC(C(C(=O)F)(CCCCCCCC)C(F)(F)F)(F)F (2,2-bis(trifluoromethyl)decanoyl fluoride), C[Si]([O-])(C)C.[Na+] (sodium trimethylsilanolate).